Task: describe an organic reaction: reactants, conditions, products, and yield. Dataset: the Open Reaction Database (ORD), a public repository of structured organic reaction records The reactants are CC1=CC=2C3=C(NC2C=C1)CCN(C3)CCCNC(OCC)=O (ethyl [3-(1,3,4,5-tetrahydro-8-methyl-2H-pyrido[4,3-b]indol-2-yl)propyl]carbamate), [OH-].[K+] (KOH). Solvent: CC(C)O (2-propanol). Product: CC1=CC=2C3=C(NC2C=C1)CCN(C3)CCCN (1,3,4,5-tetrahydro-8-methyl-2H-pyrido[4,3-b]indole-2-propanamine). The yield is 45.7%. RXN SMILES: [CH3:1][C:2]1[CH:10]=[CH:9][C:8]2[NH:7][C:6]3[CH2:11][CH2:12][N:13]([CH2:15][CH2:16][CH2:17][NH:18]C(=O)OCC)[CH2:14][C:5]=3[C:4]=2[CH:3]=1.[OH-].[K+]>CC(O)C>[CH3:1][C:2]1[CH:10]=[CH:9][C:8]2[NH:7][C:6]3[CH2:11][CH2:12][N:13]([CH2:15][CH2:16][CH2:17][NH2:18])[CH2:14][C:5]=3[C:4]=2[CH:3]=1 |f:1.2|. Reported procedure: A mixture of intermediate (10) (0.063 mol) and KOH (35 g) in 2-propanol (300 ml) was stirred and refluxed overnight. The solvent was evaporated. The residue was stirred in water and this mixture was extracted with methyl isobutyl ketone. The separated organic layer was dried, filtered and the solvent evaporated. The residue was purified by column chromatography over silica gel (eluent: CH2Cl2/(CH3OH/NH3) 85/15). The pure fractions were collected and the solvent was evaporated, yielding 7 g (46%)... The product is C(#C)C1=CC=C(S1)C(=O)NC(C)(C(NC1=CC(=C(C=C1)N1C(COCC1)=O)C)=O)C (5-Ethynyl-N-{1-methyl-1-[3-methyl-4-(3-oxomorpholin-4-yl)phenylcarbamoyl]ethyl}thiophene-2-carboxamide). The reactants are C[Si](C#CC1=CC=C(S1)C(=O)NC(C)(C(NC1=CC(=C(C=C1)N1C(COCC1)=O)C)=O)C)(C)C (5-(2-trimethylsilylethynyl)-N-{1-methyl-1-[3-methyl-4-(3-oxomorpholin-4-yl)phenylcarbamoyl]ethyl}thiophene-2-carboxamide), O.O.O.[F-].C(CCC)[N+](CCCC)(CCCC)CCCC (tetrabutylammonium fluoride trihydrate). Solvent: C(Cl)Cl (methylene chloride). Reaction SMILES: C[Si](C)(C)[C:3]#[C:4][C:5]1[S:9][C:8]([C:10]([NH:12][C:13]([CH3:32])([C:15](=[O:31])[NH:16][C:17]2[CH:22]=[CH:21][C:20]([N:23]3[CH2:28][CH2:27][O:26][CH2:25][C:24]3=[O:29])=[C:19]([CH3:30])[CH:18]=2)[CH3:14])=[O:11])=[CH:7][CH:6]=1.O.O.O.[F-].C([N+](CCCC)(CCCC)CCCC)CCC>C(Cl)Cl>[C:4]([C:5]1[S:9][C:8]([C:10]([NH:12][C:13]([CH3:32])([C:15](=[O:31])[NH:16][C:17]2[CH:22]=[CH:21][C:20]([N:23]3[CH2:28][CH2:27][O:26][CH2:25][C:24]3=[O:29])=[C:19]([CH3:30])[CH:18]=2)[CH3:14])=[O:11])=[CH:7][CH:6]=1)#[CH:3] |f:1.2.3.4.5|. Run at time 2 hour. Procedure details: A mixture of 0.81 g (1.63 mmol) of 5-(2-trimethylsilylethynyl)-N-{1-methyl-1-[3-methyl-4-(3-oxomorpholin-4-yl)phenylcarbamoyl]ethyl}thiophene-2-carboxamide and 0.57 g (1.79 mmol) of tetrabutylammonium fluoride trihydrate in 30 ml of methylene chloride is stirred for 2 h and then the organic phase is washed 3× with water, dried with sodium sulphate, filtered and concentrated in vac. The crude product is purified by chromatography (silica gel, methylene chloride→methylene chloride:ethanol 25:1). The reactants are ClCCl, COc1ccc(F)cc1C(C)(C)CC(O)(CN1CC(C)NC(C)C1)C(F)(F)F, CC(C)N=C=NC(C)C, O=COC=O, O=CO, c1ccncc1. The product is COc1ccc(F)cc1C(C)(C)CC(O)(CN1CC(C)N(C=O)C(C)C1)C(F)(F)F. As a reaction SMILES: [CH2:46]([Cl:47])[Cl:48].[CH3:1][CH:2]1[CH2:3][N:4]([CH2:9][C:10]([C:11]([F:12])([F:13])[F:14])([CH2:15][C:16]([CH3:17])([CH3:18])[c:19]2[c:20]([O:26][CH3:27])[cH:21][cH:22][c:23]([F:25])[cH:24]2)[OH:28])[CH2:5][CH:6]([CH3:8])[NH:7]1.[CH3:34][CH:35]([N:36]=[C:37]=[N:38][CH:39]([CH3:40])[CH3:41])[CH3:42].[CH:29](=[O:30])[O:31][CH:32]=[O:33].[CH:43]([OH:44])=[O:45].[cH:49]1[cH:50][cH:51][n:52][cH:53][cH:54]1>>[CH3:1][CH:2]1[CH2:3][N:4]([CH2:9][C:10]([C:11]([F:12])([F:13])[F:14])([CH2:15][C:16]([CH3:17])([CH3:18])[c:19]2[c:20]([O:26][CH3:27])[cH:21][cH:22][c:23]([F:25])[cH:24]2)[OH:28])[CH2:5][CH:6]([CH3:8])[N:7]1[CH:29]=[O:30]. Reactants: ClC(Cl)Cl, [NH4+], [OH-], O, O=C(OO)c1cccc(Cl)c1, Cc1ccc(S(=O)(=O)Cl)cc1, CC(C)Nn1cnc2cnc3ccccc3c21. The product is CC(C)Nn1cnc2c(N)nc3ccccc3c21. Reaction SMILES: [CH:42]([Cl:43])([Cl:44])[Cl:45].[NH4+:29].[OH-:30].[OH2:46].[OH:18][O:19][C:20]([c:21]1[cH:22][c:23]([Cl:24])[cH:25][cH:26][cH:27]1)=[O:28].[c:31]1([CH3:32])[cH:33][cH:34][c:35]([S:36]([Cl:37])(=[O:38])=[O:39])[cH:40][cH:41]1.[n:1]1([NH:14][CH:15]([CH3:16])[CH3:17])[cH:2][n:3][c:4]2[cH:5][n:6][c:7]3[cH:8][cH:9][cH:10][cH:11][c:12]3[c:13]12>>[n:1]1([NH:14][CH:15]([CH3:16])[CH3:17])[cH:2][n:3][c:4]2[c:5]([NH2:29])[n:6][c:7]3[cH:8][cH:9][cH:10][cH:11][c:12]3[c:13]12. Starting materials: CCOC(=O)CBr, C#CCCCCO, CN(C)C=O, [H-], [Na+], O. Yields the product C#CCCCCOCC(=O)OCC. Reaction SMILES: [Br:10][CH2:11][C:12](=[O:13])[O:14][CH2:15][CH3:16].[CH2:1]([CH2:2][CH2:3][CH2:4][C:5]#[CH:6])[OH:7].[CH3:18][N:19]([CH3:20])[CH:21]=[O:22].[H-:8].[Na+:9].[OH2:17]>>[CH2:1]([CH2:2][CH2:3][CH2:4][C:5]#[CH:6])[O:7][CH2:11][C:12](=[O:13])[O:14][CH2:15][CH3:16]. The product is CC(=O)N(c1ccc(Cl)cc1)C1CC(C)N(C(=O)c2ccc(CCCC(C)(C)C(=O)O)cc2)c2ccccc21. Reaction SMILES: [CH3:1][O:2][C:3]([C:4]([CH2:5][CH2:6][CH2:7][c:8]1[cH:9][cH:10][c:11]([C:14](=[O:15])[N:16]2[CH:17]([CH3:37])[CH2:18][CH:19]([N:26]([c:27]3[cH:28][cH:29][c:30]([Cl:33])[cH:31][cH:32]3)[C:34]([CH3:35])=[O:36])[c:20]3[cH:21][cH:22][cH:23][cH:24][c:25]32)[cH:12][cH:13]1)([CH3:38])[CH3:39])=[O:40].[CH3:48][OH:49].[Na+:42].[O:43]1[CH2:44][CH2:45][CH2:46][CH2:47]1.[OH-:41].[OH2:50]>>[O:2]=[C:3]([C:4]([CH2:5][CH2:6][CH2:7][c:8]1[cH:9][cH:10][c:11]([C:14](=[O:15])[N:16]2[CH:17]([CH3:37])[CH2:18][CH:19]([N:26]([c:27]3[cH:28][cH:29][c:30]([Cl:33])[cH:31][cH:32]3)[C:34]([CH3:35])=[O:36])[c:20]3[cH:21][cH:22][cH:23][cH:24][c:25]32)[cH:12][cH:13]1)([CH3:38])[CH3:39])[OH:40]. Reactants: COC(=O)C(C)(C)CCCc1ccc(C(=O)N2c3ccccc3C(N(C(C)=O)c3ccc(Cl)cc3)CC2C)cc1, CO, [Na+], C1CCOC1, [OH-], O.